Dataset: the Open Reaction Database (ORD), a public repository of structured organic reaction records. Task: describe an organic reaction: reactants, conditions, products, and yield Starting materials: BrC=1C=C2C(=CN(C2=CC1)C)S(=O)(=O)C1=CC=C(C=C1)F (5-Bromo-3-(4-fluoro-benzenesulfonyl)-1-methyl-1H-indole), N1CCNCC1 (piperazine), CS(=O)C (methyl sulfoxide). The solvent is O (water). Reaction conditions: temperature 120 celsius. The product is BrC=1C=C2C(=CN(C2=CC1)C)S(=O)(=O)C1=CC=C(C=C1)N1CCNCC1 (5-Bromo-1-methyl-3-(4-piperazin-1yl-benzenesulfonyl)-1H-indole). Yield: 81.8%. As a reaction SMILES: [Br:1][C:2]1[CH:3]=[C:4]2[C:8](=[CH:9][CH:10]=1)[N:7]([CH3:11])[CH:6]=[C:5]2[S:12]([C:15]1[CH:20]=[CH:19][C:18](F)=[CH:17][CH:16]=1)(=[O:14])=[O:13].[NH:22]1[CH2:27][CH2:26][NH:25][CH2:24][CH2:23]1.CS(C)=O>O>[Br:1][C:2]1[CH:3]=[C:4]2[C:8](=[CH:9][CH:10]=1)[N:7]([CH3:11])[CH:6]=[C:5]2[S:12]([C:15]1[CH:20]=[CH:19][C:18]([N:22]2[CH2:27][CH2:26][NH:25][CH2:24][CH2:23]2)=[CH:17][CH:16]=1)(=[O:14])=[O:13]. Procedure details: The 5-Bromo-3-(4-fluoro-benzenesulfonyl)-1-methyl-1H-indole (0.30 g, 0.85 mmol) was mixed with piperazine (0.34 g, 4 mmole) and methyl sulfoxide (3 mL). The mixture was heated at 120° C. in a sealed tube for 3 hours. The mixture was diluted with 10 mL water and the resultant precipitate was collected by filtration, washed with water, and recrystallized from chloroform/benzene to provide 5-Bromo-1-methyl-3-(4-piperazin-1yl-benzenesulfonyl)-1H-indole (0.302 g, 0.695 mmol), M+H 436.